Dataset: the Open Reaction Database (ORD), a public repository of structured organic reaction records. Task: describe an organic reaction: reactants, conditions, products, and yield Reactants: [Cl-].CN(C1=CC=C(C=N[N+]2=C(N(C=C2)N=CC2=CC=C(C=C2)N(C)C)C)C=C1)C (1,3-bis[[p-(dimethylamino)-benzylidene]amino]-2-methylimidazolium chloride), CN(C1=CC=C(C=O)C=C1)C (4-dimethylaminobenzaldehyde), N1CCCCC1 (piperidine). The solvent is C(C)O (ethanol). Run at time 20 hour. Product: [Cl-].CN(C1=CC=C(C=N[N+]2=C(N(C=C2)N=CC2=CC=C(C=C2)N(C)C)C=CC2=CC=C(C=C2)N(C)C)C=C1)C (1.3-bis[[p-(dimethyl-amino)benzylidene]amino]-2-[p-(dimethylamino)styryl]imidazolium chloride). RXN SMILES: [Cl-:1].[CH3:2][N:3]([CH3:29])[C:4]1[CH:28]=[CH:27][C:7]([CH:8]=[N:9][N+:10]2[CH:14]=[CH:13][N:12]([N:15]=[CH:16][C:17]3[CH:22]=[CH:21][C:20]([N:23]([CH3:25])[CH3:24])=[CH:19][CH:18]=3)[C:11]=2[CH3:26])=[CH:6][CH:5]=1.[CH3:30][N:31]([CH3:40])[C:32]1[CH:39]=[CH:38][C:35]([CH:36]=O)=[CH:34][CH:33]=1.N1CCCCC1>C(O)C>[Cl-:1].[CH3:25][N:23]([CH3:24])[C:20]1[CH:21]=[CH:22][C:17]([CH:16]=[N:15][N+:12]2[CH:13]=[CH:14][N:10]([N:9]=[CH:8][C:7]3[CH:6]=[CH:5][C:4]([N:3]([CH3:2])[CH3:29])=[CH:28][CH:27]=3)[C:11]=2[CH:26]=[CH:36][C:35]2[CH:38]=[CH:39][C:32]([N:31]([CH3:40])[CH3:30])=[CH:33][CH:34]=2)=[CH:18][CH:19]=1 |f:0.1,5.6|. Procedure details: 0.82 g of 1,3-bis[[p-(dimethylamino)-benzylidene]amino]-2-methylimidazolium chloride is suspended in 30 ml of ethanol, whereupon the suspension is treated with 0.3 g of 4-dimethylaminobenzaldehyde and 0.17 g of piperidine and heated to boiling under reflux. A deep red solution results. After 20 hours it is left to cool. The precipitated product is removed by filtration and re-precipitated from methylene chloride/ether. After recrystallization from toluene there is obtained 1.3-bis[[p-(dimethyl-a... The reactants are CN1N=CC=C1[C@@H]1[C@H](CCC1)O ((1S*,2R*)-2-(1-methyl-1H-pyrazol-5-yl)cyclopentanol). The solvent is CCCCCC.C(C)O (hexane ethanol). Yields the product CN1N=CC=C1[C@H]1[C@@H](CCC1)O ((1R,2S)-2-(1-Methyl-1H-pyrazol-5-yl)cyclopentanol). RXN SMILES: [CH3:1][N:2]1[C:6]([C@H:7]2[CH2:11][CH2:10][CH2:9][C@@H:8]2[OH:12])=[CH:5][CH:4]=[N:3]1>CCCCCC.C(O)C>[CH3:1][N:2]1[C:6]([C@@H:7]2[CH2:11][CH2:10][CH2:9][C@H:8]2[OH:12])=[CH:5][CH:4]=[N:3]1 |f:1.2|. Reported procedure: The (1S*,2R*)-2-(1-methyl-1H-pyrazol-5-yl)cyclopentanol prepared in Example 8a was optically resolved with CHIRALPAK IC (Daicel Corp.; hexane/ethanol=8:2) to yield the title compound as a colorless oil. Reactants: ClC1=CC(=NC=2N1N=C(C2)C)NC(=O)C2C(C2)C2=CC=C(C=C2)F (N-(7-chloro-2-methylpyrazolo[1,5-a]pyrimidin-5-yl)-2-(4-fluorophenyl)cyclopropanecarboxamide), Cl.N1CCC(CC1)NC(=O)N (1-(piperidin-4-yl)urea hydrochloride). Reagents/catalysts: CS(=O)C (DMSO). Solvent: CN1CCCC1=O (NMP), CO (methanol). Product: FC1=CC=C(C=C1)C1C(C1)C(=O)NC1=NC=2N(C(=C1)N1CCC(CC1)NC(=O)N)N=C(C2)C (2-(4-fluorophenyl)-N-(2-methyl-7-(4-ureidopiperidin-1-yl)pyrazolo[1,5-a]pyrimidin-5-yl)cyclopropanecarboxamide). Yield: 43.3%. RXN SMILES: Cl[C:2]1[N:7]2[N:8]=[C:9]([CH3:11])[CH:10]=[C:6]2[N:5]=[C:4]([NH:12][C:13]([CH:15]2[CH2:17][CH:16]2[C:18]2[CH:23]=[CH:22][C:21]([F:24])=[CH:20][CH:19]=2)=[O:14])[CH:3]=1.Cl.[NH:26]1[CH2:31][CH2:30][CH:29]([NH:32][C:33]([NH2:35])=[O:34])[CH2:28][CH2:27]1>CN1C(=O)CCC1.CS(C)=O.CO>[F:24][C:21]1[CH:22]=[CH:23][C:18]([CH:16]2[CH2:17][CH:15]2[C:13]([NH:12][C:4]2[CH:3]=[C:2]([N:26]3[CH2:31][CH2:30][CH:29]([NH:32][C:33]([NH2:35])=[O:34])[CH2:28][CH2:27]3)[N:7]3[N:8]=[C:9]([CH3:11])[CH:10]=[C:6]3[N:5]=2)=[O:14])=[CH:19][CH:20]=1 |f:1.2|. Reported procedure: The title compound was prepared by combining N-(7-chloro-2-methylpyrazolo[1,5-a]pyrimidin-5-yl)-2-(4-fluorophenyl)cyclopropanecarboxamide (13B, 0.15 g, 0.435 mmol), Et3NH (0.121 ml, 0.870 mmol), and the 1-(piperidin-4-yl)urea hydrochloride (0.156 g, 0.870 mmol) in NMP (1.450 ml) and heating the mixture at 85° C. overnight. After cooling to room temperature, the mixture was diluted with a few drops of DMSO and methanol, and was then purified by preparatory 45-50% HPLC ([1:1 MeCN/MeOH]/H2O+0.01% T... Starting materials: COC(C1=C(C(=CC(=C1)CBr)C)N(S(=O)(=O)C1=CC=C(C=C1)OC)CC1=CC=CC=C1)=O (2-[Benzyl-(4-methoxy-benzenesulfonyl)-amino]-5-bromomethyl-3-methyl-benzoic acid methyl ester), C(C)NCC (diethylamine), N1=CC=CC=C1 (pyridine). Run in ClCCl (dichloromethane). Product: COC(C1=C(C(=CC(=C1)CN(CC)CC)C)N(S(=O)(=O)C1=CC=C(C=C1)OC)CC1=CC=CC=C1)=O (2-[Benzyl-(4-methoxy-benzenesulfonyl)-amino]-5-diethylaminomethyl-3methyl-benzoic acid methyl ester). As a reaction SMILES: [CH3:1][O:2][C:3](=[O:32])[C:4]1[CH:9]=[C:8]([CH2:10]Br)[CH:7]=[C:6]([CH3:12])[C:5]=1[N:13]([CH2:25][C:26]1[CH:31]=[CH:30][CH:29]=[CH:28][CH:27]=1)[S:14]([C:17]1[CH:22]=[CH:21][C:20]([O:23][CH3:24])=[CH:19][CH:18]=1)(=[O:16])=[O:15].[CH2:33]([NH:35][CH2:36][CH3:37])[CH3:34].N1C=CC=CC=1>ClCCl>[CH3:1][O:2][C:3](=[O:32])[C:4]1[CH:9]=[C:8]([CH2:10][N:35]([CH2:36][CH3:37])[CH2:33][CH3:34])[CH:7]=[C:6]([CH3:12])[C:5]=1[N:13]([CH2:25][C:26]1[CH:31]=[CH:30][CH:29]=[CH:28][CH:27]=1)[S:14]([C:17]1[CH:22]=[CH:21][C:20]([O:23][CH3:24])=[CH:19][CH:18]=1)(=[O:16])=[O:15]. Procedure: A solution of 518.4 mg (1.0 mmole) of the product of Example 279, 0.5 ml (4.8 mmol) of diethylamine and 0.172 ml (2.0 mmol) of pyridine in 10 ml of dichloromethane was stired at room temperature for 18 hr. The resulting mixture washed with water and brine, dried over MgSO4, filtered and concentrated in vacuo. The residue was chromatographed on silica gel with 2% MeOH/CH2Cl2 as eluant to provide 425 mg (83%). Electrospray Mass Spec 511 (M+H).